Dataset: the Open Reaction Database (ORD), a public repository of structured organic reaction records. Task: describe an organic reaction: reactants, conditions, products, and yield The reactants are ClC=1C=C2C(=NC1C1=CC(=C(C=C1)F)C#N)N=C(N2CC=C)O[C@@H]2CC[C@H](CC2)C(=O)OCC (ethyl trans-4-{[6-chloro-5-(3-cyano-4-fluorophenyl)-1-(prop-2-en-1-yl)-1H-imidazo[4,5-b]pyridin-2-yl]oxy}cyclohexanecarboxylate), C1(=CC=CC=C1)[SiH3] (phenylsilane). Solvent: CS(=O)C (DMSO). Run at temperature 90 celsius. The product is ClC=1C=C2C(=NC1C1=CC(=C(C=C1)F)C#N)N=C(N2)O[C@@H]2CC[C@H](CC2)C(=O)OCC (ethyl trans-4-{[6-chloro-5-(3-cyano-4-fluorophenyl)-1H-imidazo[4,5-b]pyridin-2-yl]oxy}-cyclohexanecarboxylate). Reaction SMILES: [Cl:1][C:2]1[CH:3]=[C:4]2[N:19](CC=C)[C:18]([O:23][C@H:24]3[CH2:29][CH2:28][C@H:27]([C:30]([O:32][CH2:33][CH3:34])=[O:31])[CH2:26][CH2:25]3)=[N:17][C:5]2=[N:6][C:7]=1[C:8]1[CH:13]=[CH:12][C:11]([F:14])=[C:10]([C:15]#[N:16])[CH:9]=1.C1([SiH3])C=CC=CC=1>CS(C)=O>[Cl:1][C:2]1[CH:3]=[C:4]2[NH:19][C:18]([O:23][C@H:24]3[CH2:25][CH2:26][C@H:27]([C:30]([O:32][CH2:33][CH3:34])=[O:31])[CH2:28][CH2:29]3)=[N:17][C:5]2=[N:6][C:7]=1[C:8]1[CH:13]=[CH:12][C:11]([F:14])=[C:10]([C:15]#[N:16])[CH:9]=1. Reported procedure: To a solution of ethyl trans-4-{[6-chloro-5-(3-cyano-4-fluorophenyl)-1-(prop-2-en-1-yl)-1H-imidazo[4,5-b]pyridin-2-yl]oxy}cyclohexanecarboxylate (980 mg, 2.029 mmol) in DMSO (4 mL) was added 1,1′-bis(diphenylphosphinoferrocene-Palladium (II) dichloride dichloromethane complex (148 mg, 0.203 mmol) followed by phenylsilane (220 mg, 2.029 mmol). The reaction was heated at 90° C. for 1 h. The reaction was then cooled, quenched with citric acid (10% w/v, 5 mL) and then extracted with EtOAc (2×10 mL).... The reactants are C(C)(=O)N1C(C(C2=CC=C(C=C12)C(=O)OCC)=C(C1=CC=CC=C1)OCC)=O (1-acetyl-3-(1-ethoxy-1-phenylmethylene)-6-ethoxycarbonyl-2-indolinone), CN(CCCN(C1=CC=C(C=C1)N)S(=O)(=O)C)C (N-(3-dimethylamino-propyl)-N-methylsulphonyl-p-phenylenediamine). The product is CN(CCCN(S(=O)(=O)C)C1=CC=C(N\C(\C2=CC=CC=C2)=C\2/C(NC3=CC(=CC=C23)C(=O)OCC)=O)C=C1)C (3-Z-[1-(4-(N-(3-dimethylamino-propyl)-N-methylsulphonyl-amino)-anilino)-1-phenyl-methylene]-6-ethoxycarbonyl-2-indolinone). RXN SMILES: C([N:4]1[C:12]2[C:7](=[CH:8][CH:9]=[C:10]([C:13]([O:15][CH2:16][CH3:17])=[O:14])[CH:11]=2)[C:6](=[C:18](OCC)[C:19]2[CH:24]=[CH:23][CH:22]=[CH:21][CH:20]=2)[C:5]1=[O:28])(=O)C.[CH3:29][N:30]([CH3:46])[CH2:31][CH2:32][CH2:33][N:34]([S:42]([CH3:45])(=[O:44])=[O:43])[C:35]1[CH:40]=[CH:39][C:38]([NH2:41])=[CH:37][CH:36]=1>>[CH3:46][N:30]([CH3:29])[CH2:31][CH2:32][CH2:33][N:34]([C:35]1[CH:40]=[CH:39][C:38]([NH:41]/[C:18](=[C:6]2\[C:5](=[O:28])[NH:4][C:12]3[C:7]\2=[CH:8][CH:9]=[C:10]([C:13]([O:15][CH2:16][CH3:17])=[O:14])[CH:11]=3)/[C:19]2[CH:24]=[CH:23][CH:22]=[CH:21][CH:20]=2)=[CH:37][CH:36]=1)[S:42]([CH3:45])(=[O:44])=[O:43]. Procedure: Prepared from 1-acetyl-3-(1-ethoxy-1-phenylmethylene)-6-ethoxycarbonyl-2-indolinone and N-(3-dimethylamino-propyl)-N-methylsulphonyl-p-phenylenediamine Rf value: 0.6 (silica gel, methylene chloride/ethanol/ammonia=5:2:0.01) C30H34N4O5S The reactants are C(=O)(C(F)(F)F)O (TFA), O[C@@H]1C[C@H](C2=C1N=CN=C2C2=CCN(CC2)C(=O)OC(C)(C)C)C (tert-butyl 4-((5R,7R)-7-hydroxy-5-methyl-6,7-dihydro-5H-cyclopenta[d]pyrimidin-4-yl)-5,6-dihydropyridine-1(2H)-carboxylate). Solvent: C(Cl)Cl (DCM). Run at time 1 hour. The product is C[C@@H]1C[C@H](C=2N=CN=C(C21)C=2CCNCC2)O ((5R,7R)-5-methyl-4-(1,2,3,6-tetrahydropyridin-4-yl)-6,7-dihydro-5H-cyclopenta[d]pyrimidin-7-ol). Reaction SMILES: C(O)(C(F)(F)F)=O.[OH:8][C@H:9]1[C:13]2[N:14]=[CH:15][N:16]=[C:17]([C:18]3[CH2:23][CH2:22][N:21](C(OC(C)(C)C)=O)[CH2:20][CH:19]=3)[C:12]=2[C@H:11]([CH3:31])[CH2:10]1>C(Cl)Cl>[CH3:31][C@H:11]1[C:12]2[C:17]([C:18]3[CH2:23][CH2:22][NH:21][CH2:20][CH:19]=3)=[N:16][CH:15]=[N:14][C:13]=2[C@H:9]([OH:8])[CH2:10]1. Reported procedure: TFA (193 μL, 2.5 mmol) was added to a solution of tert-butyl 4-((5R,7R)-7-hydroxy-5-methyl-6,7-dihydro-5H-cyclopenta[d]pyrimidin-4-yl)-5,6-dihydropyridine-1(2H)-carboxylate (33 mg, 0.10 mmol) in DCM (1 mL). The mixture was stirred at room temperature for 1 hour, and concentrated to give (5R,7R)-5-methyl-4-(1,2,3,6-tetrahydropyridin-4-yl)-6,7-dihydro-5H-cyclopenta[d]pyrimidin-7-ol as an oil, which was used further without purification. Reactants: O=C(CC(=O)OCC)CCC (ethyl 3-oxohexanoate), C(OCC)(OCC)OCC (triethyl orthoformate), BrC1=CC=C(N)C=C1 (4-bromoaniline). Conditions: temperature 120 celsius. The product is BrC1=CC=C(C=C1)NC=C(C(=O)OCC)C(CCC)=O (ethyl 2-(((4-bromophenyl)amino)methylene)-3-oxohexanoate). Isolated yield 32.0%. As a reaction SMILES: [O:1]=[C:2]([CH2:9][CH2:10][CH3:11])[CH2:3][C:4]([O:6][CH2:7][CH3:8])=[O:5].[CH:12](OCC)(OCC)OCC.[Br:22][C:23]1[CH:29]=[CH:28][C:26]([NH2:27])=[CH:25][CH:24]=1>>[Br:22][C:23]1[CH:29]=[CH:28][C:26]([NH:27][CH:12]=[C:3]([C:2](=[O:1])[CH2:9][CH2:10][CH3:11])[C:4]([O:6][CH2:7][CH3:8])=[O:5])=[CH:25][CH:24]=1. Reported procedure: A stirred mixture of ethyl 3-oxohexanoate (12.1 mL, 75 mmol), triethyl orthoformate (16.6 mL, 100 mmol), and 4-bromoaniline (12.9 g, 75 mmol) were heated at 120° C. for 4 h with a Dean Stark trap. After this time the reaction was cooled to room temperature. The resultant solid was triturated with diethyl ether to afford the desired product (8.17 g, 32%) as a white solid. ESI MS m/z 340 [C15H18BrNO3+H]+ Reactants: CC(C)[Mg+], O=CCC1CC1, [Cl-], [Cl-], COC(=O)c1ccc(I)cc1, [Li+], C1CCOC1. The product is COC(=O)c1ccc(C(O)CC2CC2)cc1. As a reaction SMILES: [CH:15]([Mg+:16])([CH3:17])[CH3:18].[CH:19]1([CH2:22][CH:23]=[O:24])[CH2:20][CH2:21]1.[Cl-:12].[Cl-:14].[I:1][c:2]1[cH:3][cH:4][c:5]([C:6](=[O:7])[O:8][CH3:9])[cH:10][cH:11]1.[Li+:13].[O:25]1[CH2:26][CH2:27][CH2:28][CH2:29]1>>[c:2]1([CH:23]([CH2:22][CH:19]2[CH2:20][CH2:21]2)[OH:24])[cH:3][cH:4][c:5]([C:6](=[O:7])[O:8][CH3:9])[cH:10][cH:11]1.